The task is: describe an organic reaction: reactants, conditions, products, and yield. This data is from the Open Reaction Database (ORD), a public repository of structured organic reaction records. The reactants are C(C)(C)(C)OC(NC(CNC(=O)C=1C(=NN2C1C=C(C=C2OCC2=C(C(=CC=C2)F)F)C)C)(CCC)C)=O (rac-{1-[({7-[(2,3-Difluorobenzyl)oxy]-2,5-dimethylpyrazolo[1,5-a]pyridin-3-yl}carbonyl)amino]-2-methylpentan-2-yl}carbamic Acid tert-butyl Ester), FC(C(=O)O)(F)F (trifluoroacetic acid). Solvent: ClCCl (dichloromethane). Conditions: time 8 hour. The product is NC(CNC(=O)C=1C(=NN2C1C=C(C=C2OCC2=C(C(=CC=C2)F)F)C)C)(CCC)C (rac-N-(2-Amino-2-methylpentyl)-7-[(2,3-difluorobenzyl)oxy]-2,5-dimethylpyrazolo[1,5-a]pyridine-3-carboxamide). Reaction SMILES: C(OC(=O)[NH:7][C:8]([CH3:37])([CH2:34][CH2:35][CH3:36])[CH2:9][NH:10][C:11]([C:13]1[C:14]([CH3:33])=[N:15][N:16]2[C:21]([O:22][CH2:23][C:24]3[CH:29]=[CH:28][CH:27]=[C:26]([F:30])[C:25]=3[F:31])=[CH:20][C:19]([CH3:32])=[CH:18][C:17]=12)=[O:12])(C)(C)C.FC(F)(F)C(O)=O>ClCCl>[NH2:7][C:8]([CH3:37])([CH2:34][CH2:35][CH3:36])[CH2:9][NH:10][C:11]([C:13]1[C:14]([CH3:33])=[N:15][N:16]2[C:21]([O:22][CH2:23][C:24]3[CH:29]=[CH:28][CH:27]=[C:26]([F:30])[C:25]=3[F:31])=[CH:20][C:19]([CH3:32])=[CH:18][C:17]=12)=[O:12]. Reported procedure: A solution of 35 mg (0.066 mmol) of rac-{1-[({7-[(2,3-difluorobenzyl)oxy]-2,5-dimethylpyrazolo[1,5-a]pyridin-3-yl}carbonyl)amino]-2-methylpentan-2-yl}carbamic acid tert-butyl ester (Example 118A) in 2 ml of dichloromethane was admixed with 0.079 ml (1.03 mmol) of trifluoroacetic acid. The resulting solution was stirred at room temperature overnight. The solvent was drawn off under reduced pressure and the residue was purified by preparative HPLC chromatography (Method 21), which gave 6 mg (27% o... Starting materials: O=C(Cl)OCC(Cl)(Cl)Cl, O=C1CCC(=O)N1O, c1ccncc1. The product is O=C1CCC(=O)N1, O=C(O)OCC(Cl)(Cl)Cl. As a reaction SMILES: [Cl:9][C:10]([CH2:11][O:12][C:13](=[O:14])[Cl:15])([Cl:16])[Cl:17].[OH:1][N:2]1[C:3](=[O:8])[CH2:4][CH2:5][C:6]1=[O:7].[cH:18]1[cH:19][cH:20][n:21][cH:22][cH:23]1>>[NH:2]1[C:3](=[O:8])[CH2:4][CH2:5][C:6]1=[O:7].[O:1]=[C:13]([O:12][CH2:11][C:10]([Cl:9])([Cl:16])[Cl:17])[OH:14]. Starting materials: OC=1C(=C2C=C(NC2=CC1)C(=O)OCC)[N+](=O)[O-] (Ethyl 5-hydroxy-4-nitroindole-2-carboxylate), C(C)O (ethanol), [OH-].[K+] (Potassium hydroxide). Solvent: O (water). Run at temperature 50 celsius, time 1 hour. Yields the product COC=1C(=C2C=C(NC2=CC1)C(=O)O)[N+](=O)[O-] (5-methoxy-4-nitroindole-2-carboxylic acid). Reaction SMILES: [OH:1][C:2]1[C:3]([N+:16]([O-:18])=[O:17])=[C:4]2[C:8](=[CH:9][CH:10]=1)[NH:7][C:6]([C:11]([O:13]CC)=[O:12])=[CH:5]2.[OH-].[K+].[CH2:21](O)C>O>[CH3:21][O:1][C:2]1[C:3]([N+:16]([O-:18])=[O:17])=[C:4]2[C:8](=[CH:9][CH:10]=1)[NH:7][C:6]([C:11]([OH:13])=[O:12])=[CH:5]2 |f:1.2|. Procedure details: Ethyl 5-hydroxy-4-nitroindole-2-carboxylate (1.0 g, 3.8 mmol) was suspended in a mixture of ethanol (20 ml) and water (5 ml). Potassium hydroxide (840 mg) was added and the mixture stirred at 50° C. under an atmosphere of nitrogen for 1 hour then cooled to ambient temperature. The solvent was evaporated in vacuo and the residue re-dissolved in water (25 ml). The pH was adjusted to pH2 using aqueous hydrochloric acid (2M). The resulting precipitate was filtered off, washed with water and dried in... As a reaction SMILES: [CH3:30][CH2:31][OH:32].[H:23][H:24].[N+:1]([O-:2])(=[O:3])[c:4]1[cH:5][cH:6][c:7]2[c:8]([cH:22]1)[N:9]([C:14]([CH2:15][N:16]1[CH2:17][CH2:18][CH2:19][CH2:20]1)=[O:21])[CH2:10][CH2:11][CH2:12][O:13]2.[O:25]1[CH2:26][CH2:27][CH2:28][CH2:29]1>>[NH2:1][c:4]1[cH:5][cH:6][c:7]2[c:8]([cH:22]1)[N:9]([C:14]([CH2:15][N:16]1[CH2:17][CH2:18][CH2:19][CH2:20]1)=[O:21])[CH2:10][CH2:11][CH2:12][O:13]2. Starting materials: CCO, [H][H], O=C(CN1CCCC1)N1CCCOc2ccc([N+](=O)[O-])cc21, C1CCOC1. Yields the product Nc1ccc2c(c1)N(C(=O)CN1CCCC1)CCCO2. Reactants: CC(=O)O, COc1ccccc1-c1ccc(C(F)(F)F)cc1CN1C(=O)OC(c2cc(C(F)(F)F)cc(C(F)(F)F)c2)C1C, O=[N+]([O-])O. Product: COc1ccc([N+](=O)[O-])cc1-c1ccc(C(F)(F)F)cc1CN1C(=O)OC(c2cc(C(F)(F)F)cc(C(F)(F)F)c2)C1C. Reaction SMILES: [C:45]([OH:46])(=[O:47])[CH3:48].[F:1][C:2]([c:3]1[cH:4][c:5]([CH:13]2[CH:14]([CH3:38])[N:15]([CH2:19][c:20]3[c:21](-[c:30]4[c:31]([O:36][CH3:37])[cH:32][cH:33][cH:34][cH:35]4)[cH:22][cH:23][c:24]([C:26]([F:27])([F:28])[F:29])[cH:25]3)[C:16](=[O:18])[O:17]2)[cH:6][c:7]([C:9]([F:10])([F:11])[F:12])[cH:8]1)([F:39])[F:40].[OH:41][N+:42]([O-:43])=[O:44]>>[F:1][C:2]([c:3]1[cH:4][c:5]([CH:13]2[CH:14]([CH3:38])[N:15]([CH2:19][c:20]3[c:21](-[c:30]4[c:31]([O:36][CH3:37])[cH:32][cH:33][c:34]([N+:42](=[O:41])[O-:43])[cH:35]4)[cH:22][cH:23][c:24]([C:26]([F:27])([F:28])[F:29])[cH:25]3)[C:16](=[O:18])[O:17]2)[cH:6][c:7]([C:9]([F:10])([F:11])[F:12])[cH:8]1)([F:39])[F:40]. Reactants: COC(=O)C1=C(C)NC(C)=C(C(=O)OC)C1c1cccc(Br)c1, ClC(Cl)Cl, c1ccncc1. The product is COC(=O)C1=C(C)NC2=C(C(=O)OC2)C1c1cccc(Br)c1. RXN SMILES: [CH3:1][C:2]1=[C:7]([C:8](=[O:9])[O:10][CH3:11])[CH:6]([c:12]2[cH:13][c:14]([Br:18])[cH:15][cH:16][cH:17]2)[C:5]([C:19](=[O:20])[O:21][CH3:22])=[C:4]([CH3:23])[NH:3]1.[CH:30]([Cl:31])([Cl:32])[Cl:33].[cH:24]1[cH:25][cH:26][n:27][cH:28][cH:29]1>>[CH3:1][C:2]1=[C:7]([C:8](=[O:9])[O:10][CH3:11])[CH:6]([c:12]2[cH:13][c:14]([Br:18])[cH:15][cH:16][cH:17]2)[C:5]2=[C:4]([NH:3]1)[CH2:23][O:21][C:19]2=[O:20].